Dataset: the Open Reaction Database (ORD), a public repository of structured organic reaction records. Task: describe an organic reaction: reactants, conditions, products, and yield Starting materials: OC[C@@H](C)NC=1C2=C(N=C(N1)S(=O)(=O)CC1=CC=CC=C1)NC(S2)=O (7-[[(1R)-2-Hydroxy-1-methylethyl]amino]-5-[(phenylmethyl)sulphonyl]thiazolo[4,5-d]pyrimidin-2(3H)-one), C(C1=CC=CO1)S (furfuryl mercaptan). Yields the product O1C(=CC=C1)CSC=1N=C(C2=C(N1)NC(S2)=O)N[C@@H](CO)C (5-[(2-Furanylmethyl)thio]-7-[[(1R)-2-hydroxy-1-methylethyl]amino]thiazolo[4,5-d]pyrimidin-2(3H)-one). RXN SMILES: [OH:1][CH2:2][C@H:3]([NH:5][C:6]1[C:7]2[S:24][C:23](=[O:25])[NH:22][C:8]=2[N:9]=[C:10]([S:12]([CH2:15][C:16]2C=C[CH:19]=[CH:18][CH:17]=2)(=O)=O)[N:11]=1)[CH3:4].C(S)C1[O:31]C=CC=1>>[O:31]1[CH:19]=[CH:18][CH:17]=[C:16]1[CH2:15][S:12][C:10]1[N:11]=[C:6]([NH:5][C@H:3]([CH3:4])[CH2:2][OH:1])[C:7]2[S:24][C:23](=[O:25])[NH:22][C:8]=2[N:9]=1. Reported procedure: The titled compound was prepared from the product of example 24 step (a), using the method of example 23, step (b) using furfuryl mercaptan The reactants are BrC=1C=C(C=CC1C)C1=NN=NN1 (5-(3'-bromo-4'-methylphenyl)tetrazole), C[Si](C)(C)CCOCCl (SEMCl), C(C=C)[Sn](CCCC)(CCCC)CCCC (allyltributyltin), Pd(Ph3)4. Run in CN(C)C=O (DMF). Reaction conditions: temperature 70 celsius. The product is C[Si](C)(C)CCOCN1N=NN=C1C1=CC(=C(C=C1)C)CC=C (N-trimethylsilylethoxymethyl-5-(3'-allyl-4'-methylphenyl)tetrazole). RXN SMILES: Br[C:2]1[CH:3]=[C:4]([C:9]2[NH:13][N:12]=[N:11][N:10]=2)[CH:5]=[CH:6][C:7]=1[CH3:8].[CH3:14][Si:15]([CH2:18][CH2:19][O:20][CH2:21]Cl)([CH3:17])[CH3:16].[CH2:23]([Sn](CCCC)(CCCC)CCCC)[CH:24]=[CH2:25]>CN(C=O)C>[CH3:14][Si:15]([CH2:18][CH2:19][O:20][CH2:21][N:13]1[C:9]([C:4]2[CH:5]=[CH:6][C:7]([CH3:8])=[C:2]([CH2:25][CH:24]=[CH2:23])[CH:3]=2)=[N:10][N:11]=[N:12]1)([CH3:17])[CH3:16]. Procedure: A solution of 1.0 mmol of this tetrazole, 2.0 mmol of SEMCl in 10 mL DMF was stirred for 1 h. 2.0 mmol of allyltributyltin and 0.1 mmol of Pd(Ph3)4 was added and heated at 70° C. for 14 h. Chromatography provided N-trimethylsilylethoxymethyl-5-(3'-allyl-4'-methylphenyl)tetrazole. Starting materials: ClC1=CC=C(C=C1)C=1C=C(N=NC1OCC(F)(F)F)C(=O)O (5-(4-chloro-phenyl)-6-(2,2,2-trifluoro-ethoxy)-pyridazine-3-carboxylic acid), FC(C1=CC(=NO1)CN)(F)F (5-trifluoromethyl-isoxazol-3-methanamine). The product is FC(C1=CC(=NO1)CNC(=O)C=1N=NC(=C(C1)C1=CC=C(C=C1)Cl)OCC(F)(F)F)(F)F (5-(4-chloro-phenyl)-6-(2,2,2-trifluoro-ethoxy)-pyridazine-3-carboxylic acid (5-trifluoromethyl-isoxazol-3-ylmethyl)-amide). As a reaction SMILES: [Cl:1][C:2]1[CH:7]=[CH:6][C:5]([C:8]2[CH:9]=[C:10]([C:20]([OH:22])=O)[N:11]=[N:12][C:13]=2[O:14][CH2:15][C:16]([F:19])([F:18])[F:17])=[CH:4][CH:3]=1.[F:23][C:24]([F:33])([F:32])[C:25]1[O:29][N:28]=[C:27]([CH2:30][NH2:31])[CH:26]=1>>[F:33][C:24]([F:23])([F:32])[C:25]1[O:29][N:28]=[C:27]([CH2:30][NH:31][C:20]([C:10]2[N:11]=[N:12][C:13]([O:14][CH2:15][C:16]([F:19])([F:17])[F:18])=[C:8]([C:5]3[CH:4]=[CH:3][C:2]([Cl:1])=[CH:7][CH:6]=3)[CH:9]=2)=[O:22])[CH:26]=1. Reported procedure: The title compound was synthesized in analogy to Example 41 using 5-(4-chlorophenyl)-6-(2,2,2-trifluoro-ethoxy)-pyridazine-3-carboxylic acid (example M) and 5-trifluoromethyl-isoxazol-3-methanamine (example BF) as starting materials; LC-MS (UV peak area/ESI), 94.3%, 481.3 (M+H)+.